From a dataset of the Open Reaction Database (ORD), a public repository of structured organic reaction records. describe an organic reaction: reactants, conditions, products, and yield The reactants are resultant mixture, C(C)OC(=O)C1=CN=C2N(C1=O)C=CC=C2S (3-ethoxycarbonyl-9-mercapto-4H-pyrido[1,2-a]pyrimidin-4-one), C([O-])([O-])=O.[K+].[K+] (potassium carbonate), C(CCC)OC1=CC=C(C(=O)Cl)C=C1 (4-n-butoxybenzoyl chloride). Solvent: CC(=O)C (acetone). Product: C(C)OC(=O)C1=CN=C2N(C1=O)C=CC=C2SC(C2=CC=C(C=C2)OCCCC)=O (3-ethoxycarbonyl-9-[(4-n-butoxybenzoyl)thio]-4H-pyrido[1,2-a]pyrimidin-4-one). Isolated yield 51.3%. As a reaction SMILES: [CH2:1]([O:3][C:4]([C:6]1[C:11](=[O:12])[N:10]2[CH:13]=[CH:14][CH:15]=[C:16]([SH:17])[C:9]2=[N:8][CH:7]=1)=[O:5])[CH3:2].C(=O)([O-])[O-].[K+].[K+].[CH2:24]([O:28][C:29]1[CH:37]=[CH:36][C:32]([C:33](Cl)=[O:34])=[CH:31][CH:30]=1)[CH2:25][CH2:26][CH3:27]>CC(C)=O>[CH2:1]([O:3][C:4]([C:6]1[C:11](=[O:12])[N:10]2[CH:13]=[CH:14][CH:15]=[C:16]([S:17][C:33](=[O:34])[C:32]3[CH:31]=[CH:30][C:29]([O:28][CH2:24][CH2:25][CH2:26][CH3:27])=[CH:37][CH:36]=3)[C:9]2=[N:8][CH:7]=1)=[O:5])[CH3:2] |f:1.2.3|. Reported procedure: To a mixture of 0.8 g of 3-ethoxycarbonyl-9-mercapto-4H-pyrido[1,2-a]pyrimidin-4-one II-1, 0.5 g of powdery potassium carbonate and 25 ml of acetone is added 0.7 g of 4-n-butoxybenzoyl chloride with stirring, and the resultant mixture is stirred at room temperature for 2 hours. The resultant precipitate is filtered and distributed in water-chloroform. The chloroform layer is washed with saturated brine, dried over sodium sulfate and concentrated. The residue (1.1 g) is chromatographed on a colum...